From a dataset of the Open Reaction Database (ORD), a public repository of structured organic reaction records. describe an organic reaction: reactants, conditions, products, and yield Reactants: CCCCc1nnc(OC2CCN(C(=O)OC(C)(C)C)CC2)cc1-c1ccc(OC2CCCCC2)c(Br)c1, CCCC[Sn](CCCC)(CCCC)c1ncco1, [F-], [K+], C1COCCO1, c1ccc(P(c2ccccc2)(c2ccccc2)[Pd](P(c2ccccc2)(c2ccccc2)c2ccccc2)(P(c2ccccc2)(c2ccccc2)c2ccccc2)P(c2ccccc2)(c2ccccc2)c2ccccc2)cc1. Yields the product CCCCc1nnc(OC2CCN(C(=O)OC(C)(C)C)CC2)cc1-c1ccc(OC2CCCCC2)c(-c2ncco2)c1. RXN SMILES: [C:1]([CH3:2])([CH3:3])([CH3:4])[O:5][C:6](=[O:7])[N:8]1[CH2:9][CH2:10][CH:11]([O:14][c:15]2[n:16][n:17][c:18]([CH2:35][CH2:36][CH2:37][CH3:38])[c:19](-[c:21]3[cH:22][c:23]([Br:34])[c:24]([O:27][CH:28]4[CH2:29][CH2:30][CH2:31][CH2:32][CH2:33]4)[cH:25][cH:26]3)[cH:20]2)[CH2:12][CH2:13]1.[CH2:39]([Sn:40]([CH2:41][CH2:42][CH2:43][CH3:49])([c:44]1[o:45][cH:46][cH:47][n:48]1)[CH2:50][CH2:51][CH2:52][CH3:53])[CH2:54][CH2:55][CH3:56].[F-:57].[K+:58].[O:59]1[CH2:60][CH2:61][O:62][CH2:63][CH2:64]1.[cH:65]1[cH:66][cH:67][c:68]([P:69]([Pd:70]([P:71]([c:72]2[cH:73][cH:74][cH:75][cH:76][cH:77]2)([c:78]2[cH:79][cH:80][cH:81][cH:82][cH:83]2)[c:84]2[cH:85][cH:86][cH:87][cH:88][cH:89]2)([P:90]([c:91]2[cH:92][cH:93][cH:94][cH:95][cH:96]2)([c:97]2[cH:98][cH:99][cH:100][cH:101][cH:102]2)[c:103]2[cH:104][cH:105][cH:106][cH:107][cH:108]2)[P:109]([c:110]2[cH:111][cH:112][cH:113][cH:114][cH:115]2)([c:116]2[cH:117][cH:118][cH:119][cH:120][cH:121]2)[c:122]2[cH:123][cH:124][cH:125][cH:126][cH:127]2)([c:128]2[cH:129][cH:130][cH:131][cH:132][cH:133]2)[c:134]2[cH:135][cH:136][cH:137][cH:138][cH:139]2)[cH:140][cH:141]1>>[C:1]([CH3:2])([CH3:3])([CH3:4])[O:5][C:6](=[O:7])[N:8]1[CH2:9][CH2:10][CH:11]([O:14][c:15]2[n:16][n:17][c:18]([CH2:35][CH2:36][CH2:37][CH3:38])[c:19](-[c:21]3[cH:22][c:23](-[c:44]4[o:45][cH:46][cH:47][n:48]4)[c:24]([O:27][CH:28]4[CH2:29][CH2:30][CH2:31][CH2:32][CH2:33]4)[cH:25][cH:26]3)[cH:20]2)[CH2:12][CH2:13]1.